From a dataset of the Open Reaction Database (ORD), a public repository of structured organic reaction records. describe an organic reaction: reactants, conditions, products, and yield Starting materials: C(C)(=O)NC1=CC(=NN1C1=C(C=C(C(=C1)SCC(F)(F)F)C)F)OC(C(F)F)(F)F (5-acetylamino-1-{2-fluoro-4-methyl-5-(2,2,2-trifluoroethylthio)phenyl}-3-(1,1,2,2-tetrafluoroethoxy)pyrazole), ClC1=CC(=CC=C1)C(=O)OO (m-chloroperbenzoic acid). Run in C(Cl)(Cl)Cl (chloroform). Reaction conditions: time 30 minute. Yields the product C(C)(=O)NC1=CC(=NN1C1=C(C=C(C(=C1)S(=O)CC(F)(F)F)C)F)OC(C(F)F)(F)F (5-acetylamino-1-{2-fluoro-4-methyl-5-(2,2,2-trifluoroethylsulfinyl)phenyl}-3-(1,1,2,2-tetrafluoroethoxy)pyrazole). The yield is 72.5%. RXN SMILES: [C:1]([NH:4][C:5]1[N:9]([C:10]2[CH:15]=[C:14]([S:16][CH2:17][C:18]([F:21])([F:20])[F:19])[C:13]([CH3:22])=[CH:12][C:11]=2[F:23])[N:8]=[C:7]([O:24][C:25]([F:30])([F:29])[CH:26]([F:28])[F:27])[CH:6]=1)(=[O:3])[CH3:2].ClC1C=CC=C(C(OO)=[O:39])C=1>C(Cl)(Cl)Cl>[C:1]([NH:4][C:5]1[N:9]([C:10]2[CH:15]=[C:14]([S:16]([CH2:17][C:18]([F:19])([F:21])[F:20])=[O:39])[C:13]([CH3:22])=[CH:12][C:11]=2[F:23])[N:8]=[C:7]([O:24][C:25]([F:30])([F:29])[CH:26]([F:27])[F:28])[CH:6]=1)(=[O:3])[CH3:2]. Reported procedure: 0.4 g of 5-acetylamino-1-{2-fluoro-4-methyl-5-(2,2,2-trifluoroethylthio)phenyl}-3-(1,1,2,2-tetrafluoroethoxy)pyrazole was dissolved in 10 mL of chloroform, and 0.2 g of m-chloroperbenzoic acid (purity: 75%) was added under cooling with ice. After stirring for 30 minutes under cooling with ice, the solution was washed with an aqueous sodium thiosulfate solution and then washed with an aqueous potassium carbonate solution, and then dried over anhydrous magnesium sulfate. Then, the solvent was dist... Reactants: ClS(=O)(=O)O (Chlorosulfonic acid), C(C)(C)C1=C(C=C(C=C1)C(C)C)Br (2,5-diisopropylbromobenzene), [Cl-].[Na+] (sodium chloride). Solvent: C(Cl)(Cl)(Cl)Cl (carbon tetrachloride). Conditions: time 30 minute. The product is BrC1=CC(=C(C=C1C(C)C)S(=O)(=O)Cl)C(C)C (4-Bromo-2,5-diisopropylbenzene sulfonyl chloride), crystalline product. Reaction SMILES: [Cl:1][S:2]([OH:5])(=O)=[O:3].[CH:6]([C:9]1[CH:14]=[CH:13][C:12]([CH:15]([CH3:17])[CH3:16])=[CH:11][C:10]=1[Br:18])([CH3:8])[CH3:7].[Cl-].[Na+]>C(Cl)(Cl)(Cl)Cl>[Br:18][C:10]1[C:9]([CH:6]([CH3:7])[CH3:8])=[CH:14][C:13]([S:2]([Cl:1])(=[O:5])=[O:3])=[C:12]([CH:15]([CH3:17])[CH3:16])[CH:11]=1 |f:2.3|. Reported procedure: 4-Bromo-2,5-diisopropylbenzene sulfonyl chloride was prepared as follows: Chlorosulfonic acid, 154 g, was added over 15 minutes to 80 g of 2,5-diisopropylbromobenzene in 200 ml of carbon tetrachloride. The reactants were stirred for 30 minutes longer and then poured onto a mixture of ice and saturated sodium chloride solution. The organic layer was washed with cold water and dried over magnesium sulfate. Removal of the solvent gave 105 g of crystalline product. Recrystallization from n-hexane ga...